From a dataset of the Open Reaction Database (ORD), a public repository of structured organic reaction records. describe an organic reaction: reactants, conditions, products, and yield Starting materials: C(C)(C)(C)OC(=O)N1CCC(CC1)N(C1(CC1)C1CN(CC1)C=1C(=CN2C(C(=CC(=C2C1C)C1CC1)C(=O)O)=O)F)C (8-(3-{1-[(1-tert-butoxycarbonyl-piperidin-4-yl)-methyl-amino]-cyclopropyl}-pyrrolidin-1-yl)-1-cyclopropyl-7-fluoro-9-methyl-4-oxo-4H-quinolizine-3-carboxylic acid), FC(C(=O)O)(F)F (trifluoroacetic acid), C(=O)(O)[O-].[Na+] (NaHCO3). Run in CC(C)O (IPA), ClCCl (dichloromethane), ClC(C)Cl (dichloroethane). Conditions: time 1 hour. Product: C1(CC1)C=1C=C(C(N2C=C(C(=C(C12)C)N1CC(CC1)C1(CC1)N(C1CCNCC1)C)F)=O)C(=O)O (1-Cyclopropyl-7-fluoro-9-methyl-8-{3-[1-(methyl-piperidin-4-yl-amino)-cyclopropyl]-pyrrolidin-1-yl}-4-oxo-4H-quinolizine-3-carboxylic acid). Isolated yield 86.2%. As a reaction SMILES: C(OC([N:8]1[CH2:13][CH2:12][CH:11]([N:14]([CH3:42])[C:15]2([CH:18]3[CH2:22][CH2:21][N:20]([C:23]4[C:24]([F:41])=[CH:25][N:26]5[C:31]([C:32]=4[CH3:33])=[C:30]([CH:34]4[CH2:36][CH2:35]4)[CH:29]=[C:28]([C:37]([OH:39])=[O:38])[C:27]5=[O:40])[CH2:19]3)[CH2:17][CH2:16]2)[CH2:10][CH2:9]1)=O)(C)(C)C.FC(F)(F)C(O)=O.C([O-])(O)=O.[Na+]>ClC(Cl)C.CC(O)C.ClCCl>[CH:34]1([C:30]2[CH:29]=[C:28]([C:37]([OH:39])=[O:38])[C:27](=[O:40])[N:26]3[C:31]=2[C:32]([CH3:33])=[C:23]([N:20]2[CH2:21][CH2:22][CH:18]([C:15]4([N:14]([CH3:42])[CH:11]5[CH2:10][CH2:9][NH:8][CH2:13][CH2:12]5)[CH2:16][CH2:17]4)[CH2:19]2)[C:24]([F:41])=[CH:25]3)[CH2:36][CH2:35]1 |f:2.3|. Reported procedure: To a stirred solution of 8-(3-{1-[(1-tert-butoxycarbonyl-piperidin-4-yl)-methyl-amino]-cyclopropyl}-pyrrolidin-1-yl)-1-cyclopropyl-7-fluoro-9-methyl-4-oxo-4H-quinolizine-3-carboxylic acid (14 g) in dichloroethane (100 mL) was added trifluoroacetic acid (30 mL) at 0° C. slowly. The resulting solution was stirred at 0° C. to room temperature for one hour. The solvent was removed in vacuo to yield yellow oil, which was dissolved in 20% IPA in dichloromethane and the solution was neutralized by sat.... The reactants are crude product, C(C)(C)(C)OC(N[C@H]1CN(CCC1)C(C1=CC(=C(C(=C1)[N+](=O)[O-])NC)OC)=O)=O ((R)-tert-butyl(1-(3-methoxy-4-(methylamino)-5-nitrobenzoyl)piperidin-3-yl)carbamate), C(C)N1C(=CC=2C1=NC=CC2)C=O (1-ethyl-1H-pyrrolo[2,3-b]pyridine-2-carbaldehyde), S(=O)([O-])S(=O)[O-].[Na+].[Na+] (sodium dithionite). Run in C(Cl)Cl (DCM), C(C)O (ethanol), O (water). Conditions: temperature 100 celsius. Yields the product C(C)(C)(C)OC(N[C@H]1CN(CCC1)C(=O)C1=CC2=C(N(C(=N2)C2=CC=3C(=NC=CC3)N2CC)C)C(=C1)OC)=O ((R)-tert-Butyl(1-(2-(1-ethyl-1H-pyrrolo[2,3-b]pyridin-2-yl)-7-methoxy-1-methyl-1H-benzo[d]imidazole-5-carbonyl)piperidin-3-yl)carbamate). Yield: 75.0%. RXN SMILES: [C:1]([O:5][C:6](=[O:29])[NH:7][C@@H:8]1[CH2:13][CH2:12][CH2:11][N:10]([C:14](=[O:28])[C:15]2[CH:20]=[C:19]([N+:21]([O-])=O)[C:18]([NH:24][CH3:25])=[C:17]([O:26][CH3:27])[CH:16]=2)[CH2:9]1)([CH3:4])([CH3:3])[CH3:2].[CH2:30]([N:32]1[C:36]2=[N:37][CH:38]=[CH:39][CH:40]=[C:35]2[CH:34]=[C:33]1[CH:41]=O)[CH3:31].S(S([O-])=O)([O-])=O.[Na+].[Na+]>C(O)C.O.C(Cl)Cl>[C:1]([O:5][C:6](=[O:29])[NH:7][C@@H:8]1[CH2:13][CH2:12][CH2:11][N:10]([C:14]([C:15]2[CH:16]=[C:17]([O:26][CH3:27])[C:18]3[N:24]([CH3:25])[C:41]([C:33]4[N:32]([CH2:30][CH3:31])[C:36]5=[N:37][CH:38]=[CH:39][CH:40]=[C:35]5[CH:34]=4)=[N:21][C:19]=3[CH:20]=2)=[O:28])[CH2:9]1)([CH3:4])([CH3:3])[CH3:2] |f:2.3.4|. Reported procedure: To a solution of (R)-tert-butyl(1-(3-methoxy-4-(methylamino)-5-nitrobenzoyl)piperidin-3-yl)carbamate (4.5 g, 11.02 mmol) and 1-ethyl-1H-pyrrolo[2,3-b]pyridine-2-carbaldehyde (2.015 g, 11.57 mmol) in ethanol (100 mL) was added portionwise a solution of sodium dithionite (4.25 g, 20.75 mmol) in water (50 mL). The mixture was flushed with nitrogen then heated at 100° C. overnight (16 hours). The reaction mixture was concentrated under vacuum then diluted with DCM (150 ml) and water (150 ml). The or... Reactants: ClC(Cl)(Cl)Cl, Cc1cc2c(-c3ccc(C(F)(F)F)n(C)c3=O)c(F)cc(Cl)c2o1, CC(C)(C#N)N=NC(C)(C)C#N, O=C1CCC(=O)N1Br. Product: Cn1c(C(F)(F)F)ccc(-c2c(F)cc(Cl)c3oc(CBr)cc23)c1=O. RXN SMILES: [C:45]([Cl:46])([Cl:47])([Cl:48])[Cl:49].[Cl:1][c:2]1[cH:3][c:4]([F:24])[c:5](-[c:12]2[c:13](=[O:23])[n:14]([CH3:22])[c:15]([C:18]([F:19])([F:20])[F:21])[cH:16][cH:17]2)[c:6]2[cH:7][c:8]([CH3:11])[o:9][c:10]12.[N:33]([C:34]([CH3:35])([CH3:36])[C:37]#[N:38])=[N:39][C:40]([CH3:41])([CH3:42])[C:43]#[N:44].[O:25]=[C:26]1[N:27]([Br:32])[C:28](=[O:29])[CH2:30][CH2:31]1>>[Cl:1][c:2]1[cH:3][c:4]([F:24])[c:5](-[c:12]2[c:13](=[O:23])[n:14]([CH3:22])[c:15]([C:18]([F:19])([F:20])[F:21])[cH:16][cH:17]2)[c:6]2[cH:7][c:8]([CH2:11][Br:32])[o:9][c:10]12. The reactants are CCOc1cc(C(C)(C)C)ncc1C1=NC(C)(c2ccc(Cl)cc2)C(C)(c2ccc(Cl)cc2)N1C(=O)N1CCC(CC(=O)O)CC1, CCCNC. The product is CCCN(C)C(=O)CC1CCN(C(=O)N2C(c3cnc(C(C)(C)C)cc3OCC)=NC(C)(c3ccc(Cl)cc3)C2(C)c2ccc(Cl)cc2)CC1. Reaction SMILES: [C:1]([CH3:2])([CH3:3])([CH3:4])[c:5]1[cH:6][c:7]([O:44][CH2:45][CH3:46])[c:8]([C:11]2=[N:15][C:14]([CH3:16])([c:17]3[cH:18][cH:19][c:20]([Cl:23])[cH:21][cH:22]3)[C:13]([CH3:24])([c:25]3[cH:26][cH:27][c:28]([Cl:31])[cH:29][cH:30]3)[N:12]2[C:32](=[O:33])[N:34]2[CH2:35][CH2:36][CH:37]([CH2:40][C:41](=[O:42])[OH:43])[CH2:38][CH2:39]2)[cH:9][n:10]1.[CH3:47][NH:48][CH2:49][CH2:50][CH3:51]>>[C:1]([CH3:2])([CH3:3])([CH3:4])[c:5]1[cH:6][c:7]([O:44][CH2:45][CH3:46])[c:8]([C:11]2=[N:15][C:14]([CH3:16])([c:17]3[cH:18][cH:19][c:20]([Cl:23])[cH:21][cH:22]3)[C:13]([CH3:24])([c:25]3[cH:26][cH:27][c:28]([Cl:31])[cH:29][cH:30]3)[N:12]2[C:32](=[O:33])[N:34]2[CH2:35][CH2:36][CH:37]([CH2:40][C:41](=[O:43])[N:48]([CH3:47])[CH2:49][CH2:50][CH3:51])[CH2:38][CH2:39]2)[cH:9][n:10]1. Reactants: C(C1=CC=CC=C1)N1C(=C(C=2C=NC(=CC21)Cl)C=O)C(C)C (1-benzyl-6-chloro-2-isopropyl-1H-pyrrolo[3,2-c]pyridine-3-carbaldehyde), C(C1=CC=CC=C1)N1C(=C(C=2C=NC(=CC21)Cl)C=O)C(C)C (1-benzyl-6-chloro-2-isopropyl-1H-pyrrolo[3,2-c]pyridine-3-carbaldehyde), NaH2PO4, [O-]Cl=O.[Na+] (NaClO2). Solvent: CC(C)(C)O (t-BuOH), CC(C)=CC (2-methyl-2-butene), O (H2O). Reaction conditions: time 16 hour. Yields the product C(C1=CC=CC=C1)N1C(=C(C=2C=NC(=CC21)Cl)C(=O)O)C(C)C (1-Benzyl-6-chloro-2-isopropyl-1H-pyrrolo[3,2-c]pyridine-3-carboxylic acid). As a reaction SMILES: [CH2:1]([N:8]1[C:16]2[CH:15]=[C:14]([Cl:17])[N:13]=[CH:12][C:11]=2[C:10]([CH:18]=[O:19])=[C:9]1[CH:20]([CH3:22])[CH3:21])[C:2]1[CH:7]=[CH:6][CH:5]=[CH:4][CH:3]=1.[O-:23]Cl=O.[Na+]>CC(O)(C)C.CC(=CC)C.O>[CH2:1]([N:8]1[C:16]2[CH:15]=[C:14]([Cl:17])[N:13]=[CH:12][C:11]=2[C:10]([C:18]([OH:23])=[O:19])=[C:9]1[CH:20]([CH3:22])[CH3:21])[C:2]1[CH:3]=[CH:4][CH:5]=[CH:6][CH:7]=1 |f:1.2|. Procedure: To a solution of 1-benzyl-6-chloro-2-isopropyl-1H-pyrrolo[3,2-c]pyridine-3-carbaldehyde (Compound 14, 146 mg, 0.47 mmol) in t-BuOH (15 ml) and 2-methyl-2-butene (10 ml) was added a solution of NaH2PO4 (1.41 g, 11.8 mmol) and NaClO2 (80%, 1.05 g, 9.3 mmol) in H2O (10 ml). The mixture was stirred at room temperature for 16 h and was extracted with EtOAc (×2). The combined organic layer was washed with brine, dried over Na2SO4, and concentrated in vacuo. The residue was purified by chromatography o... Starting materials: CSC1=NC(C(=O)OC(C)(C)C)CC1, CO, [Cl-], [NH4+]. Yields the product CC(C)(C)OC(=O)C1CCC(N)=N1, Cl. Reaction SMILES: [C:1]([CH3:2])([CH3:3])([CH3:4])[O:5][C:6](=[O:7])[CH:8]1[CH2:9][CH2:10][C:11]([S:13][CH3:14])=[N:12]1.[CH3:17][OH:18].[Cl-:15].[NH4+:16]>>[C:1]([CH3:2])([CH3:3])([CH3:4])[O:5][C:6](=[O:7])[CH:8]1[CH2:9][CH2:10][C:11]([NH2:16])=[N:12]1.[ClH:15]. The reactants are CCCCOc1nsnc1S(C)(=O)=O, C1CCOC1, [Li]CCCC, CCCCCC, CN(C)CCS, Cl. Yields the product CCCCOc1nsnc1SCCN(C)C. Reaction SMILES: [CH2:19]([CH2:20][CH2:21][CH3:22])[O:23][c:24]1[n:25][s:26][n:27][c:28]1[S:29]([CH3:30])(=[O:31])=[O:32].[CH2:33]1[O:34][CH2:35][CH2:36][CH2:37]1.[CH2:8]([Li:9])[CH2:10][CH2:11][CH3:12].[CH3:13][CH2:14][CH2:15][CH2:16][CH2:17][CH3:18].[CH3:2][N:3]([CH2:4][CH2:5][SH:6])[CH3:7].[ClH:1]>>[CH3:2][N:3]([CH2:4][CH2:5][S:6][c:28]1[c:24]([O:23][CH2:19][CH2:20][CH2:21][CH3:22])[n:25][s:26][n:27]1)[CH3:7]. Reactants: ClC=1C=C(C(=O)OO)C=CC1 (3-Chloroperoxybenzoic acid), FC1=CC=C(C=C1)C1=NC2=CC=C(C=C2C=C1)SC1=C(C(=O)OC)C=CC=C1 (methyl 2-{[2-(4-fluorophenyl)quinolin-6-yl]thio}benzoate), [OH-].[Ca+2].[OH-] (Calcium hydroxide). Run in ClCCl (dichloromethane). Reaction conditions: time 20 minute. Yields the product FC1=CC=C(C=C1)C1=NC2=CC=C(C=C2C=C1)S(=O)(=O)C1=C(C(=O)OC)C=CC=C1 (Methyl 2-{[2-(4-fluorophenyl)quinolin-6-yl]sulfonyl}benzoate). Reaction SMILES: ClC1C=C(C=CC=1)C(OO)=O.[F:12][C:13]1[CH:18]=[CH:17][C:16]([C:19]2[CH:28]=[CH:27][C:26]3[C:21](=[CH:22][CH:23]=[C:24]([S:29][C:30]4[CH:39]=[CH:38][CH:37]=[CH:36][C:31]=4[C:32]([O:34][CH3:35])=[O:33])[CH:25]=3)[N:20]=2)=[CH:15][CH:14]=1.[OH-:40].[Ca+2].[OH-:42]>ClCCl>[F:12][C:13]1[CH:14]=[CH:15][C:16]([C:19]2[CH:28]=[CH:27][C:26]3[C:21](=[CH:22][CH:23]=[C:24]([S:29]([C:30]4[CH:39]=[CH:38][CH:37]=[CH:36][C:31]=4[C:32]([O:34][CH3:35])=[O:33])(=[O:42])=[O:40])[CH:25]=3)[N:20]=2)=[CH:17][CH:18]=1 |f:2.3.4|. Procedure details: 3-Chloroperoxybenzoic acid (77%; 597 mg, 2.67 mmol) was added to a solution of methyl 2-{[2-(4-fluorophenyl)quinolin-6-yl]thio}benzoate (346 mg, 0.89 mmol) in dichloromethane (15 mL). The resulting mixture was stirred at room temperature under nitrogen for 1 hour 20 minutes. Calcium hydroxide (308 mg, 4.16 mmol) was added and the resulting slurry stirred for 1 hour 15 minutes. The mixture was filtered and the filter cake washed thoroughly with dichloromethane. The filtrate was evaporated and the... The reactants are CN1C2=CC[C@H]3[C@@H]4CC[C@@H]([C@@]4(C)CC[C@@H]3[C@]2(CCC1=O)C)C(=O)O (4-methyl-3-oxo-4-azaandrost-5-ene-17β-carboxylic acid), S1C(=CC=C1)C(CC=1SC=CC1)N (1,2-di(2-thienyl)ethylamine). Product: S1C(=CC=C1)C(CC=1SC=CC1)NC(=O)[C@@H]1[C@]2(C)[C@@H](CC1)[C@@H]1CC=C3N(C(CC[C@]3(C)[C@H]1CC2)=O)C (N-[1,2-Di(2-thienyl)ethyl]-4-methyl-3-oxo-4-azaandrost-5-ene-17β-carboxamide). Isolated yield 49.0%. RXN SMILES: [CH3:1][N:2]1[C:19](=[O:20])[CH2:18][CH2:17][C@@:16]2([CH3:21])[C:3]1=[CH:4][CH2:5][C@@H:6]1[C@@H:15]2[CH2:14][CH2:13][C@@:11]2([CH3:12])[C@H:7]1[CH2:8][CH2:9][C@@H:10]2[C:22](O)=[O:23].[S:25]1[CH:29]=[CH:28][CH:27]=[C:26]1[CH:30]([NH2:37])[CH2:31][C:32]1[S:33][CH:34]=[CH:35][CH:36]=1>>[S:25]1[CH:29]=[CH:28][CH:27]=[C:26]1[CH:30]([NH:37][C:22]([C@H:10]1[CH2:9][CH2:8][C@H:7]2[C@H:6]3[C@H:15]([CH2:14][CH2:13][C@:11]12[CH3:12])[C@:16]1([CH3:21])[C:3]([N:2]([CH3:1])[C:19](=[O:20])[CH2:18][CH2:17]1)=[CH:4][CH2:5]3)=[O:23])[CH2:31][C:32]1[S:33][CH:34]=[CH:35][CH:36]=1. Procedure: The title compound was prepared in a yield of 49% in a similar manner to that described in Example 1 by reacting 4-methyl-3-oxo-4-azaandrost-5-ene-17β-carboxylic acid (prepared as described in Preparation 5) and 1,2-di(2-thienyl)ethylamine. Reactants: ClCCl, CCCCCCCCCCCCCCCCCCOc1cc(NC(=O)OC(C)(C)C)cc([N+](=O)[O-])c1, O=C(O)C(F)(F)F. The product is CCCCCCCCCCCCCCCCCCOc1cc(N)cc([N+](=O)[O-])c1. As a reaction SMILES: [CH2:44]([Cl:45])[Cl:46].[CH3:1][C:2]([O:3][C:4](=[O:5])[NH:7][c:8]1[cH:9][c:10]([N+:33](=[O:34])[O-:35])[cH:11][c:12]([O:14][CH2:15][CH2:16][CH2:17][CH2:18][CH2:19][CH2:20][CH2:21][CH2:22][CH2:23][CH2:24][CH2:25][CH2:26][CH2:27][CH2:28][CH2:29][CH2:30][CH2:31][CH3:32])[cH:13]1)([CH3:6])[CH3:36].[OH:37][C:38]([C:39]([F:40])([F:41])[F:42])=[O:43]>>[NH2:7][c:8]1[cH:9][c:10]([N+:33](=[O:34])[O-:35])[cH:11][c:12]([O:14][CH2:15][CH2:16][CH2:17][CH2:18][CH2:19][CH2:20][CH2:21][CH2:22][CH2:23][CH2:24][CH2:25][CH2:26][CH2:27][CH2:28][CH2:29][CH2:30][CH2:31][CH3:32])[cH:13]1.